The task is: describe an organic reaction: reactants, conditions, products, and yield. This data is from the Open Reaction Database (ORD), a public repository of structured organic reaction records. Starting materials: C1(=CC=C(C=C1)S(=O)(=O)Cl)C (p-toluenesulphonyl chloride), C1(=CC=C(C=C1)CCO)C (2-p-tolylethanol), ice water. The solvent is N1=CC=CC=C1 (pyridine). Conditions: temperature 0 celsius, time 2 hour. Yields the product S(=O)(=O)(OCCC1=CC=C(C=C1)C)C1=CC=C(C)C=C1 (2-p-tolylethyl tosylate). As a reaction SMILES: [C:1]1([CH3:10])[CH:6]=[CH:5][C:4]([CH2:7][CH2:8][OH:9])=[CH:3][CH:2]=1.[C:11]1([CH3:21])[CH:16]=[CH:15][C:14]([S:17](Cl)(=[O:19])=[O:18])=[CH:13][CH:12]=1>N1C=CC=CC=1>[S:17]([C:14]1[CH:15]=[CH:16][C:11]([CH3:21])=[CH:12][CH:13]=1)([O:9][CH2:8][CH2:7][C:4]1[CH:5]=[CH:6][C:1]([CH3:10])=[CH:2][CH:3]=1)(=[O:19])=[O:18]. Procedure: 2.8 ml of 2-p-tolylethanol are introduced into 40 ml of pyridine with ice-bath cooling, treated with 4.96 g of p-toluenesulphonyl chloride, and stirred at 0° C. for 30 minutes and at room temperature for 2 hours. The reaction mixture is then slowly stirred into about 150 g of ice/water. The precipitated product is filtered off with suction, washed a number of times with water, dissolved in methylene chloride, dried over magnesium sulphate and concentrated in vacuo. 5.8 g of 2-p-tolylethyl tosyla... Starting materials: ClC=1C(=C(C(=CC1)[N+](=O)[O-])O)CC(=C)C (3-chloro-2-(2-methyl-2-propen-1-yl)-6-nitrophenol), C1(=CC=C(C=C1)S(=O)(=O)O)C (p-toluenesulfonic acid). The solvent is C=1(C(=CC=CC1)C)C (xylene). Yields the product ClC1=CC=C(C2=C1CC(O2)(C)C)[N+](=O)[O-] (4-chloro-2,3-dihydro-2,2-dimethyl-7-nitrobenzofuran). Yield: 84.1%. As a reaction SMILES: [Cl:1][C:2]1[C:3]([CH2:12][C:13]([CH3:15])=[CH2:14])=[C:4]([OH:11])[C:5]([N+:8]([O-:10])=[O:9])=[CH:6][CH:7]=1.C1(C)C=CC(S(O)(=O)=O)=CC=1>C1(C)C(C)=CC=CC=1>[Cl:1][C:2]1[C:3]2[CH2:12][C:13]([CH3:15])([CH3:14])[O:11][C:4]=2[C:5]([N+:8]([O-:10])=[O:9])=[CH:6][CH:7]=1. Procedure: A mixture of 20.0 g (0.088 mole) of 3-chloro-2-(2-methyl-2-propen-1-yl)-6-nitrophenol and 0.35 g (0.002 mole) of p-toluenesulfonic acid in 100 mL of xylene was heated at reflux for approximately 16 hours. The solvent was evaporated under reduced pressure, leaving a residue which was passed through a column of silica gel, eluting with methylene chloride. The product-containing fractions were combined, washed with an aqueous solution of sodium hydroxide, dried over anhydrous magnesium sulfate, and... Starting materials: COC(=O)C1=NC(=CC=C1)C(O[SiH2]C(C)(C)C)(C1=CC=CC=C1)C1=CC=CC=C1 (6-(diphenyl-tert-butylsilyloxymethyl)-2-pyridinecarboxylic acid methyl ester), CCCC[N+](CCCC)(CCCC)CCCC.O.O.O.[F-] (tetrabutylammonium fluoride-trihydrate), [Cl-].[Na+] (sodium chloride). Solvent: O1CCCC1 (tetrahydrofuran). Run at time 2 hour. The product is COC(=O)C1=NC(=CC=C1)CO (6-(Hydroxymethyl)-2-pyridinecarboxylic acid methyl ester). The yield is 63.4%. RXN SMILES: [CH3:1][O:2][C:3]([C:5]1[CH:10]=[CH:9][CH:8]=[C:7]([C:11](C2C=CC=CC=2)(C2C=CC=CC=2)[O:12][SiH2]C(C)(C)C)[N:6]=1)=[O:4].CCCC[N+](CCCC)(CCCC)CCCC.O.O.O.[F-].[Cl-].[Na+]>O1CCCC1>[CH3:1][O:2][C:3]([C:5]1[CH:10]=[CH:9][CH:8]=[C:7]([CH2:11][OH:12])[N:6]=1)=[O:4] |f:1.2.3.4.5,6.7|. Procedure details: A solution of 3.52 g of 6-(diphenyl-tert-butylsilyloxymethyl)-2-pyridinecarboxylic acid methyl ester in 87 ml of tetrahydrofuran is mixed at 24° C. under nitrogen with 13.6 g of tetrabutylammonium fluoride-trihydrate and stirred for 2 hours. Then, it is mixed with 32 ml of concentrated sodium chloride solution and extracted four times with ethyl acetate. The combined organic phases are dried on sodium sulfate and after filtration, concentrated by evaporation in a vacuum. The thus obtained residu...